This data is from the Open Reaction Database (ORD), a public repository of structured organic reaction records. The task is: describe an organic reaction: reactants, conditions, products, and yield Starting materials: [OH-].[Na+] (sodium hydroxide), C(C)(C)(C)OC(\C=C\C1=CC(=C(C=C1)OCCC)C=1NC(C2=C(N1)C(=NN2C)CCC)=O)=O ((E)-3-(1-methyl-7-oxo-3-n-propyl-1,6-dihydro-7H-pyrazolo[4,3-d]pyrimidin-5-yl)-4-n-propoxycinnamic acid t-butyl ester). The solvent is CO (methanol). Yields the product CN1N=C(C=2N=C(NC(C21)=O)C=2C=C(/C=C/C(=O)O)C=CC2OCCC)CCC ((E)-3-(1-Methyl-7-oxo-3-n-propyl-1,6-dihydro-7H-pyrazolo[4,3-d]pyrimidin-5-yl)-4-n-propoxycinnamic acid). Yield: 77.4%. Reaction SMILES: [OH-].[Na+].C([O:7][C:8](=[O:35])/[CH:9]=[CH:10]/[C:11]1[CH:16]=[CH:15][C:14]([O:17][CH2:18][CH2:19][CH3:20])=[C:13]([C:21]2[NH:22][C:23](=[O:34])[C:24]3[N:29]([CH3:30])[N:28]=[C:27]([CH2:31][CH2:32][CH3:33])[C:25]=3[N:26]=2)[CH:12]=1)(C)(C)C>CO>[CH3:30][N:29]1[C:24]2[C:23](=[O:34])[NH:22][C:21]([C:13]3[CH:12]=[C:11]([CH:16]=[CH:15][C:14]=3[O:17][CH2:18][CH2:19][CH3:20])/[CH:10]=[CH:9]/[C:8]([OH:35])=[O:7])=[N:26][C:25]=2[C:27]([CH2:31][CH2:32][CH3:33])=[N:28]1 |f:0.1|. Procedure: 2N Aqueous sodium hydroxide solution (2.28 ml, 0.0046 mol) was added to a solution of (E)-3-(1-methyl-7-oxo-3-n-propyl-1,6-dihydro-7H-pyrazolo[4,3-d]pyrimidin-5-yl)-4-n-propoxycinnamic acid t-butyl ester (0.40 g, 0.00088 mol) in methanol (2.3 ml) and the mixture was heated under reflux for 18 hours. The methanol was removed by evaporation under vacuum, the residue dissolved in water (25 ml), and the solution extracted with ethyl acetate (4×15 ml). The aqueous layer was separated, acidified to pH...